From a dataset of the Open Reaction Database (ORD), a public repository of structured organic reaction records. describe an organic reaction: reactants, conditions, products, and yield Reactants: C(C)OC(=O)C1C(CCC1)N(C(CC1=NS(C2=C(N1)C=CC(=C2)NS(=O)(=O)C)(=O)=O)=O)C(C)C (2-{isopropyl-[2-(7-methanesulfonylamino-1,1-dioxo-1,4-dihydro-1λ6-benzo[1,2,4]thiadiazin-3-yl)-acetyl]-amino}-cyclopentanecarboxylic acid ethyl ester), [O-]CC.[Na+] (sodium ethoxide). Run in C(C)O (ethanol), C(C)O (ethanol). Reaction conditions: temperature 60 celsius, time 16 hour. The product is OC1=C(C(N([C@H]2CCC[C@@H]12)C(C)C)=O)C1=NS(C2=C(N1)C=CC(=C2)NS(=O)(=O)C)(=O)=O (cis-N-[3-(4-hydroxy-1-isopropyl-2-oxo-2,4a,5,6,7,7a-hexahydro-1H-[1]pyrindin-3-yl)-1,1-dioxo-1,4-dihydro-1λ6-benzo[1,2,4]thiadiazin-7-yl]-methanesulfonamide). The yield is 33.2%. Reaction SMILES: C([O:3][C:4]([CH:6]1[CH2:10][CH2:9][CH2:8][CH:7]1[N:11]([CH:32]([CH3:34])[CH3:33])[C:12](=[O:31])[CH2:13][C:14]1[NH:19][C:18]2[CH:20]=[CH:21][C:22]([NH:24][S:25]([CH3:28])(=[O:27])=[O:26])=[CH:23][C:17]=2[S:16](=[O:30])(=[O:29])[N:15]=1)=O)C.[O-]CC.[Na+]>C(O)C>[OH:3][C:4]1[C@H:6]2[C@H:7]([CH2:8][CH2:9][CH2:10]2)[N:11]([CH:32]([CH3:34])[CH3:33])[C:12](=[O:31])[C:13]=1[C:14]1[NH:19][C:18]2[CH:20]=[CH:21][C:22]([NH:24][S:25]([CH3:28])(=[O:26])=[O:27])=[CH:23][C:17]=2[S:16](=[O:29])(=[O:30])[N:15]=1 |f:1.2|. Reported procedure: A solution of the crude 2-{isopropyl-[2-(7-methanesulfonylamino-1,1-dioxo-1,4-dihydro-1λ6-benzo[1,2,4]thiadiazin-3-yl)-acetyl]-amino}-cyclopentanecarboxylic acid ethyl ester in ethanol (20 mL) was treated with a 21% w/w solution of sodium ethoxide in ethanol (0.648 g) and stirred for 16 h at 60° C. Upon cooling, the reaction mixture was then quenched with 1.0 M aqueous hydrochloric acid solution (20 mL) and extracted with ethyl acetate (2×50 mL). The combined organic layers were washed with satu...